This data is from the Open Reaction Database (ORD), a public repository of structured organic reaction records. The task is: describe an organic reaction: reactants, conditions, products, and yield The reactants are C1(=CC=CC=C1)C1=NOC(=C1)CCC=O (3-(3-phenylisoxazol-5-yl)propanal), COC1=C(C=CC=C1)N1CCNCC1 (1-(2-methoxyphenyl)piperazine), [BH-](OC(=O)C)(OC(=O)C)OC(=O)C.[Na+] (NaBH(OAc)3). Run in C(Cl)Cl (methylene chloride). Yields the product COC1=C(C=CC=C1)N1CCN(CC1)CCCC1=CC(=NO1)C1=CC=CC=C1 (2-Methoxy-1-{4-[3-(3-phenylisoxazol-5-yl)propyl]piperazinyl}benzene). The yield is 53.0%. RXN SMILES: [C:1]1([C:7]2[CH:11]=[C:10]([CH2:12][CH2:13][CH:14]=O)[O:9][N:8]=2)[CH:6]=[CH:5][CH:4]=[CH:3][CH:2]=1.[CH3:16][O:17][C:18]1[CH:23]=[CH:22][CH:21]=[CH:20][C:19]=1[N:24]1[CH2:29][CH2:28][NH:27][CH2:26][CH2:25]1.[BH-](OC(C)=O)(OC(C)=O)OC(C)=O.[Na+]>C(Cl)Cl>[CH3:16][O:17][C:18]1[CH:23]=[CH:22][CH:21]=[CH:20][C:19]=1[N:24]1[CH2:29][CH2:28][N:27]([CH2:14][CH2:13][CH2:12][C:10]2[O:9][N:8]=[C:7]([C:1]3[CH:2]=[CH:3][CH:4]=[CH:5][CH:6]=3)[CH:11]=2)[CH2:26][CH2:25]1 |f:2.3|. Procedure: About 2 min after dissolving 3-(3-phenylisoxazol-5-yl)propanal (10 mg, 0.05 mmol) and 1-(2-methoxyphenyl)piperazine (19.2 mg, 0.10 mmol) in 2 mL of dry methylene chloride, were added NaBH(OAc)3 (32 mg, 0.15 mmol) and molecular sieves (5 beads). The reaction mixture was reacted for 16.5 hr and followed the same processes as in Example 1 to obtain 10 mg (53.0%) of the target compound. Reactants: BrC1CSC2=CC=CC=C2C1=O (3-bromothiochroman-4-one), Cl.N1C=NC(=C1)CC(=S)N (4-imidazolyl thioacetamide hydrochloride). The product is N1C=NC(=C1)CC=1SC2=C(N1)C1=C(SC2)C=CC=C1 (2-(4-Imidazolylmethyl)-4H-[1]benzothiopyrano[4,3-d]-thiazole). RXN SMILES: Br[CH:2]1[C:11](=O)[C:10]2[C:5](=[CH:6][CH:7]=[CH:8][CH:9]=2)[S:4][CH2:3]1.Cl.[NH:14]1[CH:18]=[C:17]([CH2:19][C:20]([NH2:22])=[S:21])[N:16]=[CH:15]1>>[NH:14]1[CH:18]=[C:17]([CH2:19][C:20]2[S:21][C:2]3[CH2:3][S:4][C:5]4[CH:6]=[CH:7][CH:8]=[CH:9][C:10]=4[C:11]=3[N:22]=2)[N:16]=[CH:15]1 |f:1.2|. Reported procedure: Starting compounds: 3-bromothiochroman-4-one, 4-imidazolyl thioacetamide hydrochloride Reactants: C(C(C)C)(=O)O (isobutyric acid), C(CCC)[Li] (n-Butyllithium), C(C)(C)NC(C)C (N,N-diisopropylamine), BrCCCCOCCC1=CC=C(C=C1)N1CCOCC1 (4-[4-[2-[(4-Bromobutyl)oxy]ethyl]phenyl]morpholine). The solvent is C1CCOC1 (THF), CCCCCC (hexane), C1CCOC1 (THF). Run at time 1 hour. Yields the product CC(C(=O)O)(CCCCOCCC1=CC=C(C=C1)N1CCOCC1)C (2,2-Dimethyl-6-[2-[4-(4-morpholinyl)phenyl]ethoxy]hexanoic acid). Yield: 99.9%. RXN SMILES: C([Li])CCC.C(NC(C)C)(C)C.[C:13]([OH:18])(=[O:17])[CH:14]([CH3:16])[CH3:15].Br[CH2:20][CH2:21][CH2:22][CH2:23][O:24][CH2:25][CH2:26][C:27]1[CH:32]=[CH:31][C:30]([N:33]2[CH2:38][CH2:37][O:36][CH2:35][CH2:34]2)=[CH:29][CH:28]=1>CCCCCC.C1COCC1>[CH3:15][C:14]([CH3:16])([CH2:20][CH2:21][CH2:22][CH2:23][O:24][CH2:25][CH2:26][C:27]1[CH:32]=[CH:31][C:30]([N:33]2[CH2:38][CH2:37][O:36][CH2:35][CH2:34]2)=[CH:29][CH:28]=1)[C:13]([OH:18])=[O:17]. Procedure details: n-Butyllithium in hexane (1.53M, 113.5 ml) was added dropwise to N,N-diisopropylamine (17.9 g) in THF (100 ml) at -78° under nitrogen. The mixture was warmed to 0°, stirred for 1 h and treated dropwise with isobutyric acid (7.65 g) in THF (20 ml). The resulting suspension was stirred at room temperature for 3 h, and the product of stage (ii) (20.0 g) was added dropwise. The reaction mixture was stirred for 16 h at room temperature and the solvent was evaporated. The resultant oil was partitioned... Reactants: CS(=O)(=O)Nc1ccc2c(c1)S(=O)(=O)N=C(CC(=O)O)N2, COC(=O)C1CCCCC1NCc1ccc(F)cc1, CCN=C=NCCCN(C)C, CN1CCOCC1, CN(C)C=O, Cl, Cl. Yields the product COC(=O)C1CCCCC1N(Cc1ccc(F)cc1)C(=O)CC1=NS(=O)(=O)c2cc(NS(C)(=O)=O)ccc2N1. As a reaction SMILES: [CH3:1][S:2](=[O:3])(=[O:4])[NH:5][c:6]1[cH:7][c:8]2[c:9]([cH:20][cH:21]1)[NH:10][C:11]([CH2:16][C:17](=[O:18])[OH:19])=[N:12][S:13]2(=[O:14])=[O:15].[CH3:22][O:23][C:24](=[O:25])[CH:26]1[CH:27]([NH:32][CH2:33][c:34]2[cH:35][cH:36][c:37]([F:40])[cH:38][cH:39]2)[CH2:28][CH2:29][CH2:30][CH2:31]1.[CH3:42][N:43]([CH3:44])[CH2:45][CH2:46][CH2:47][N:48]=[C:49]=[N:50][CH2:51][CH3:52].[CH3:53][N:54]1[CH2:55][CH2:56][O:57][CH2:58][CH2:59]1.[CH3:61][N:62]([CH3:63])[CH:64]=[O:65].[ClH:41].[ClH:60]>>[CH3:1][S:2](=[O:3])(=[O:4])[NH:5][c:6]1[cH:7][c:8]2[c:9]([cH:20][cH:21]1)[NH:10][C:11]([CH2:16][C:17](=[O:19])[N:32]([CH:27]1[CH:26]([C:24]([O:23][CH3:22])=[O:25])[CH2:31][CH2:30][CH2:29][CH2:28]1)[CH2:33][c:34]1[cH:35][cH:36][c:37]([F:40])[cH:38][cH:39]1)=[N:12][S:13]2(=[O:14])=[O:15]. Starting materials: C(C1=CC=CC=C1)=C(C(=O)OCC)C(=O)OCC (diethyl benzylidenepropanedioate), [C-]#N.[K+] (potassium cyanide). Solvent: CCO (EtOH), O (water). Conditions: temperature 60 celsius. Yields the product C(#N)C(CC(=O)OCC)C1=CC=CC=C1 (ethyl 3-cyano-3-phenylpropanoate). Yield: 83.0%. RXN SMILES: [CH:1](=[C:8]([C:14]([O:16][CH2:17][CH3:18])=[O:15])C(OCC)=O)[C:2]1[CH:7]=[CH:6][CH:5]=[CH:4][CH:3]=1.[C-:19]#[N:20].[K+]>CCO.O>[C:19]([CH:1]([C:2]1[CH:3]=[CH:4][CH:5]=[CH:6][CH:7]=1)[CH2:8][C:14]([O:16][CH2:17][CH3:18])=[O:15])#[N:20] |f:1.2|. Procedure details: A mixture of 64 g (257.8 mmol) of diethyl benzylidenepropanedioate and 17 g (261 mmol) of potassium cyanide in 750 mL of EtOH and 75 mL of water is heated for 18 hours at 60° C. The medium is then concentrated under reduced pressure and taken up in 500 mL of brine and then extracted with Et2O (2×500 mL). The organic phases are dried over Na2SO4, filtered and then concentrated under reduced pressure. 43.5 g of ethyl 3-cyano-3-phenylpropanoate are obtained in the form of a solid, which is used wit... Reactants: FC=1C=C(C(=O)O)C=CC1C (3-fluoro-4-methylbenzoic acid), OS(=O)(=O)O (H2SO4), CCO (EtOH). The solvent is C1(=CC=CC=C1)C (toluene). The product is FC=1C=C(C(=O)OCC)C=CC1C (ethyl 3-fluoro-4-methylbenzoate). The yield is 92.0%. As a reaction SMILES: [F:1][C:2]1[CH:3]=[C:4]([CH:8]=[CH:9][C:10]=1[CH3:11])[C:5]([OH:7])=[O:6].OS(O)(=O)=O.[CH3:17][CH2:18]O>C1(C)C=CC=CC=1>[F:1][C:2]1[CH:3]=[C:4]([CH:8]=[CH:9][C:10]=1[CH3:11])[C:5]([O:7][CH2:17][CH3:18])=[O:6]. Reported procedure: A solution of 10.2 g (66.2 mmol) of 3-fluoro-4-methylbenzoic acid in 50 mL of EtOH and 25 mL of toluene containing 0.2 mL of H2SO4 was heated gradually to 120° C. (oil bath temperature), and the solvent was removed by distillation over a period of 2.25 h through a 10-cm Vigreux column. The residue was cooled, treated with a further 50 mL of EtOH and 25 mL of toluene, and the distillation was repeated. The residual solution, containing some white solid, was poured into 75 mL of aqueous NaHCO3 and... Starting materials: BrCC1=CC=C(C(=O)OC)C=C1 (Methyl 4-(bromomethyl)benzoate), SC=1C2=C(SC1C(=O)N)C=CC(=C2)OC (3-mercapto-5-methoxybenzo[b]thiophene-2-carboxamide), C(=O)(O)[O-].[Na+] (NaHCO3). Run in C(C)(=O)OCC (ethyl acetate), C1CCOC1 (THF). Run at time 8 hour. Product: NC(=O)C1=C(C2=C(S1)C=CC(=C2)OC)SCC2=CC=C(C(=O)OC)C=C2 (methyl 4-[[[2-(aminocarbonyl)-5-methoxybenzo[b]thien-3-yl]thio]methyl]-benzoate). The yield is 68.0%. As a reaction SMILES: Br[CH2:2][C:3]1[CH:12]=[CH:11][C:6]([C:7]([O:9][CH3:10])=[O:8])=[CH:5][CH:4]=1.[SH:13][C:14]1[C:15]2[CH:25]=[C:24]([O:26][CH3:27])[CH:23]=[CH:22][C:16]=2[S:17][C:18]=1[C:19]([NH2:21])=[O:20].C([O-])(O)=O.[Na+]>C1COCC1.C(OCC)(=O)C>[NH2:21][C:19]([C:18]1[S:17][C:16]2[CH:22]=[CH:23][C:24]([O:26][CH3:27])=[CH:25][C:15]=2[C:14]=1[S:13][CH2:2][C:3]1[CH:12]=[CH:11][C:6]([C:7]([O:9][CH3:10])=[O:8])=[CH:5][CH:4]=1)=[O:20] |f:2.3|. Procedure details: Methyl 4-(bromomethyl)benzoate (479 mg, 2.09 mmol) is added to a room temperature solution of 3-mercapto-5-methoxybenzo[b]thiophene-2-carboxamide (200 mg, 0.84 mmol) in 12 mL of THF followed by NaHCO3 (351 mg, 4.18 mmol) and the reaction mixture is stirred at room temperature overnight. The reaction mixture is diluted with ethyl acetate and washed with 1N HCl, saturated NaHCO3, and brine. The organic layer is dried over MgSO4, filtered, and concentrated in vacuo. Chromatography eluting with ethy...